Dataset: the Open Reaction Database (ORD), a public repository of structured organic reaction records. Task: describe an organic reaction: reactants, conditions, products, and yield Starting materials: Cl (hydrochloride), NC1=C(C=C(C=C1C#N)C(CNC(C)(C)CC)=O)Br (4'-amino-3'-bromo-5'-cyano-2-tert.pentylaminoacetophenone). Yields the product NC1=C(C=C(C=C1C#N)C(CNC(C)(C)CC)O)Br (1-(4'-Amino-3'-bromo-5'-cyano-phenyl)-2-tert.pentylamino-ethanol). RXN SMILES: Cl.[NH2:2][C:3]1[C:8]([C:9]#[N:10])=[CH:7][C:6]([C:11](=[O:19])[CH2:12][NH:13][C:14]([CH2:17][CH3:18])([CH3:16])[CH3:15])=[CH:5][C:4]=1[Br:20]>>[NH2:2][C:3]1[C:8]([C:9]#[N:10])=[CH:7][C:6]([CH:11]([OH:19])[CH2:12][NH:13][C:14]([CH2:17][CH3:18])([CH3:16])[CH3:15])=[CH:5][C:4]=1[Br:20]. Procedure details: m.p. of the hydrochloride: 202°-204° C. (decomp.), was prepared from 4'-amino-3'-bromo-5'-cyano-2-tert.pentylaminoacetophenone analogous to Example 48. Reactants: C1CCOC1, Cn1c(N)nc2cc(N)ccc21, CCO, Clc1ccnc(Cl)n1, [Na+], O=C([O-])O. The product is Cn1c(N)nc2cc(Nc3ccnc(Cl)n3)ccc21. As a reaction SMILES: [CH2:26]1[O:27][CH2:28][CH2:29][CH2:30]1.[CH3:1][n:2]1[c:3]([NH2:12])[n:4][c:5]2[c:6]1[cH:7][cH:8][c:9]([NH2:11])[cH:10]2.[CH3:31][CH2:32][OH:33].[Cl:18][c:19]1[n:20][cH:21][cH:22][c:23]([Cl:25])[n:24]1.[Na+:17].[O-:13][C:14]([OH:15])=[O:16]>>[CH3:1][n:2]1[c:3]([NH2:12])[n:4][c:5]2[c:6]1[cH:7][cH:8][c:9]([NH:11][c:23]1[cH:22][cH:21][n:20][c:19]([Cl:18])[n:24]1)[cH:10]2. Starting materials: ClCC(CC(=O)OCC)=O (ethyl 4-chloro-3-oxobutanoate), S(O)(O)(=O)=O (sulfuric acid), ClC1=C(C=CC=C1O)O (2-chlorobenzene-1,3-diol). The solvent is O (water). Conditions: time 2 hour. Product: ClC=1C(=CC=C2C(=CC(OC12)=O)CCl)O (8-Chloro-4-(chloromethyl)-7-hydroxy-2H-chromen-2-one). Reaction SMILES: [Cl:1][CH2:2][C:3](=O)[CH2:4][C:5]([O:7][CH2:8][CH3:9])=[O:6].S(=O)(=O)(O)O.[Cl:16][C:17]1C(O)=C[CH:20]=[CH:19][C:18]=1[OH:24]>O>[Cl:16][C:17]1[C:18]([OH:24])=[CH:19][CH:20]=[C:9]2[C:8]=1[O:7][C:5](=[O:6])[CH:4]=[C:3]2[CH2:2][Cl:1]. Reported procedure: To ethyl 4-chloro-3-oxobutanoate (4.91 mL) was added sulfuric acid (12.91 mL) at 0° C., then was added 2-chlorobenzene-1,3-diol (5.0 g) in several portions at 0° C. The mixture was warmed to room temperature and stirred at the same temperature for 2 h. The reaction mixture was poured into water under stirring at 0° C. The precipitate was collected by m filtration and washed with hexane to give the title compound (2.78 g).